This data is from the Open Reaction Database (ORD), a public repository of structured organic reaction records. The task is: describe an organic reaction: reactants, conditions, products, and yield The product is C(=O)(O)CN1C([C@H](CCCC1)NC(CCC1=CNC2=CC=CC=C12)C(=O)OCC)=O (1-carboxymethyl-3-(S)-[(1-ethoxycarbonyl-3-(3-indolyl)propyl)amino]perhydroazepin-2-one). The reactants are N[C@@H]1C(N(CCCC1)CC(=O)O)=O (3-(S)-amino-1-carboxymethylperhydroazepin-2-one), N1C=C(C2=CC=CC=C12)CCC(C(=O)OCC)=O (ethyl 4-(3-indolyl)-2-oxobutyrate). Procedure details: In the same manner react the 3-(S)-amino-1-carboxymethylperhydroazepin-2-one with ethyl 4-(3-indolyl)-2-oxobutyrate to obtain 1-carboxymethyl-3-(S)-[(1-ethoxycarbonyl-3-(3-indolyl)propyl)amino]perhydroazepin-2-one. Standard alkaline hydrolysis (as in Example 3) of this material yields 1-carboxymethyl-3-(s)-[(1-carboxy-3-(3-indolyl)propyl)amino]perhydroazepin-2-one. Alternatively, esterification in HCl-ethanol affords 1-ethoxycarbonylmethyl-3-(S)-1-(1-ethoxycarbonyl-3-(3-indolyl)lpropyl)amino]per... As a reaction SMILES: [NH2:1][C@H:2]1[CH2:8][CH2:7][CH2:6][CH2:5][N:4]([CH2:9][C:10]([OH:12])=[O:11])[C:3]1=[O:13].[NH:14]1[C:22]2[C:17](=[CH:18][CH:19]=[CH:20][CH:21]=2)[C:16]([CH2:23][CH2:24][C:25](=O)[C:26]([O:28][CH2:29][CH3:30])=[O:27])=[CH:15]1>>[C:10]([CH2:9][N:4]1[CH2:5][CH2:6][CH2:7][CH2:8][C@H:2]([NH:1][CH:25]([C:26]([O:28][CH2:29][CH3:30])=[O:27])[CH2:24][CH2:23][C:16]2[C:17]3[C:22](=[CH:21][CH:20]=[CH:19][CH:18]=3)[NH:14][CH:15]=2)[C:3]1=[O:13])([OH:12])=[O:11]. Reagents/catalysts: [Cu]I (Copper (I) iodide). Reactants: P(=O)([O-])([O-])[O-].[K+].[K+].[K+] (potassium phosphate), C(#N)C=1C=C2C=CNC2=CC1 (5-cyanoindole), CNCCNC (N,N′-dimethylethylenediamine), BrC=1C=C(C=C(C1)OCC1=CC=C(C=C1)OC)NC=1C=NC=CC1 ([3-Bromo-5-(4-methoxy-benzyloxy)-phenyl]-pyridin-3-yl-amine). Solvent: C1(=CC=CC=C1)C (toluene). Reaction conditions: temperature 110 celsius. Isolated yield 10.8%. Reported procedure: [3-Bromo-5-(4-methoxy-benzyloxy)-phenyl]-pyridin-3-yl-amine (193 mg, ca 0.5 mmol) was placed in a 5 mL glass reactor. Copper (I) iodide (0.5 mmol, 96 mg), potassium phosphate (213 mg, 1 mmol), toluene (3 mL), 5-cyanoindole (1.0 mmol, 142 mg) and N,N′-dimethylethylenediamine (53 mg, 0.6 mmol) were added to the reactor, and the sealed reactor was heated to 110° C. for 24 h. After cooling the reaction mixture to room temperature, the solution was filtered through a short pad of Celite®, and the fil... Reaction SMILES: Br[C:2]1[CH:3]=[C:4]([NH:18][C:19]2[CH:20]=[N:21][CH:22]=[CH:23][CH:24]=2)[CH:5]=[C:6]([O:8]CC2C=CC(OC)=CC=2)[CH:7]=1.P([O-])([O-])([O-])=O.[K+].[K+].[K+].[C:33]([C:35]1[CH:36]=[C:37]2[C:41](=[CH:42][CH:43]=1)[NH:40][CH:39]=[CH:38]2)#[N:34].CNCCNC>[Cu]I.C1(C)C=CC=CC=1>[OH:8][C:6]1[CH:7]=[C:2]([N:40]2[C:41]3[C:37](=[CH:36][C:35]([C:33]#[N:34])=[CH:43][CH:42]=3)[CH:38]=[CH:39]2)[CH:3]=[C:4]([NH:18][C:19]2[CH:20]=[N:21][CH:22]=[CH:23][CH:24]=2)[CH:5]=1 |f:1.2.3.4|. Yields the product OC=1C=C(C=C(C1)NC=1C=NC=CC1)N1C=CC2=CC(=CC=C12)C#N (1-[3-hydroxy-5-(pyridin-3-ylamino)-phenyl]-1H-indole-5-carbonitrile).